From a dataset of the Open Reaction Database (ORD), a public repository of structured organic reaction records. describe an organic reaction: reactants, conditions, products, and yield Starting materials: FC=1C(=CNC1C=1C(=NC=CC1)F)CN(C(OC(C)(C)C)=O)C (tert-butyl {[4-fluoro-5-(2-fluoropyridin-3-yl)-1H-pyrrol-3-yl]methyl}methylcarbamate), [H-].[Na+] (sodium hydride), CN1N=CC(=C1)S(=O)(=O)Cl (1-Methyl-1H-pyrazole-4-sulfonyl chloride), C1COCCOCCOCCOCCO1 (15-Crown-5). Run in O1CCCC1 (tetrahydrofuran), C(O)([O-])=O.[Na+] (sodium hydrogen carbonate). Run at time 15 minute. The product is FC=1C(=CN(C1C=1C(=NC=CC1)F)S(=O)(=O)C=1C=NN(C1)C)CN(C(OC(C)(C)C)=O)C (tert-butyl ({4-fluoro-5-(2-fluoropyridin-3-yl)-1-[(1-methyl-1H-pyrazol-4-yl)sulfonyl]-1H-pyrrol-3-yl}methyl)methylcarbamate). Yield: 98.2%. As a reaction SMILES: [F:1][C:2]1[C:3]([CH2:14][N:15]([CH3:23])[C:16](=[O:22])[O:17][C:18]([CH3:21])([CH3:20])[CH3:19])=[CH:4][NH:5][C:6]=1[C:7]1[C:8]([F:13])=[N:9][CH:10]=[CH:11][CH:12]=1.[H-].[Na+].C1OCCOCCOCCOCCOC1.[CH3:41][N:42]1[CH:46]=[C:45]([S:47](Cl)(=[O:49])=[O:48])[CH:44]=[N:43]1>O1CCCC1.C(=O)([O-])O.[Na+]>[F:1][C:2]1[C:3]([CH2:14][N:15]([CH3:23])[C:16](=[O:22])[O:17][C:18]([CH3:19])([CH3:20])[CH3:21])=[CH:4][N:5]([S:47]([C:45]2[CH:44]=[N:43][N:42]([CH3:41])[CH:46]=2)(=[O:49])=[O:48])[C:6]=1[C:7]1[C:8]([F:13])=[N:9][CH:10]=[CH:11][CH:12]=1 |f:1.2,6.7|. Procedure details: To a solution of tert-butyl {[4-fluoro-5-(2-fluoropyridin-3-yl)-1H-pyrrol-3-yl]methyl}methylcarbamate (324 mg) in tetrahydrofuran (20 mL) was added sodium hydride (60% in oil, 121 mg) at room temperature and the mixture was stirred for 15 min. 15-Crown-5 (664 mg) was added dropwise and the mixture was stirred for 5 min. 1-Methyl-1H-pyrazole-4-sulfonyl chloride (362 mg) was added, and the mixture was further stirred for 30 min. The reaction mixture was diluted with saturated aqueous sodium hydrog...